Dataset: the Open Reaction Database (ORD), a public repository of structured organic reaction records. Task: describe an organic reaction: reactants, conditions, products, and yield Starting materials: NC=1C=CC2=C(NC(CCC2)=O)C1 (8-Amino-1,3,4,5-tetrahydro-benzo[b]azepin-2-one), ClC1=NC=C(C(=N1)NC1=C(C=CC=C1S(=O)(=O)C)F)Cl ((2,5-Dichloro-pyrimidin-4-yl)-(2-fluoro-6-methanesulfonyl-phenyl)-amine). The product is ClC=1C(=NC(=NC1)NC1=CC2=C(CCCC(N2)=O)C=C1)NC1=C(C=CC=C1S(=O)(=O)C)F (8-[5-Chloro-4-(2-fluoro-6-methanesulfonyl-phenylamino)-pyrimidin-2-ylamino]-1,3,4,5-tetrahydro-1-benzazepin-2-one), solid. Isolated yield 41.0%. RXN SMILES: [NH2:1][C:2]1[CH:3]=[CH:4][C:5]2[CH2:11][CH2:10][CH2:9][C:8](=[O:12])[NH:7][C:6]=2[CH:13]=1.Cl[C:15]1[N:20]=[C:19]([NH:21][C:22]2[C:27]([S:28]([CH3:31])(=[O:30])=[O:29])=[CH:26][CH:25]=[CH:24][C:23]=2[F:32])[C:18]([Cl:33])=[CH:17][N:16]=1>>[Cl:33][C:18]1[C:19]([NH:21][C:22]2[C:27]([S:28]([CH3:31])(=[O:30])=[O:29])=[CH:26][CH:25]=[CH:24][C:23]=2[F:32])=[N:20][C:15]([NH:1][C:2]2[CH:3]=[CH:4][C:5]3[CH2:11][CH2:10][CH2:9][C:8](=[O:12])[NH:7][C:6]=3[CH:13]=2)=[N:16][CH:17]=1. Procedure: Title compound was prepared from 8-Amino-1,3,4,5-tetrahydro-benzo[b]azepin-2-one and (2,5-Dichloro-pyrimidin-4-yl)-(2-fluoro-6-methanesulfonyl-phenyl)-amine in an analogous manner to Example 1221d. Product isolated as an off-white solid (52 mg, 41%). MP=242-245, LCMS 478.05 (M+H), HPLC purity 93%, 1H-NMR (DMSO-d6, 400 MHz) δ 9.50 (s, 1H), 9.19 (s, 1H), 8.89 (s, 1H), 8.20 (s, 1H), 7.85 (d, J=8.0 Hz, 1H), 7.75-7.72 (m, 1H), 7.67-7.64 (m, 1H), 7.02 (d, J=8.0 Hz, 1H), 6.93 (s, 1H), 6.84 (d, J=8.0 Hz... Reactants: CC1=C2C=CNC2=CC=C1 (4-Methylindole), aqueous solution, [OH-].[Na+] (sodium hydroxide), P(=O)(Cl)(Cl)Cl (phosphorus oxychloride), CN(C=O)C (N,N-dimethylformamide). Run at time 30 minute. Product: CC1=C2C(=CNC2=CC=C1)C=O (4-methylindole-3-carboxaldehyde). Reaction SMILES: P(Cl)(Cl)(Cl)=O.[CH3:6][C:7]1[CH:15]=[CH:14][CH:13]=[C:12]2[C:8]=1[CH:9]=[CH:10][NH:11]2.[OH-].[Na+].CN(C)[CH:20]=[O:21]>>[CH3:6][C:7]1[CH:15]=[CH:14][CH:13]=[C:12]2[C:8]=1[C:9]([CH:20]=[O:21])=[CH:10][NH:11]2 |f:2.3|. Reported procedure: A mixture of N,N-dimethylformamide (6 ml) and phosphorus oxychloride (1.78 g) was stirred at room temperature for 30 minutes. 4-Methylindole (1.0 g) was added to the reaction solution, followed by stirring at room temperature for one hour. A 5N aqueous solution of sodium hydroxide (15 ml) was added thereto, followed by stirring at 100° C. for further 30 minutes. The reaction solution was cooled, and the precipitated crystals were collected by filtration to give 4-methylindole-3-carboxaldehyde (C... Reactants: FC(C=1C=C(C=C(C1)C(F)(F)F)C1=CC=2C(=C(N=CC2C=2C=NN(C2)C2CCC(CC2)O[Si](C)(C)C(C)(C)C)N)O1)(F)F (2-[3,5-bis(trifluoromethyl)phenyl]-4-[1-(4-{[tert-butyl(dimethyl)silyl]oxy}cyclohexyl)-1H-pyrazol-4-yl]furo[2,3-c]pyridin-7-amine), [F-].C(CCC)[N+](CCCC)(CCCC)CCCC (tetra-n-butylammonium fluoride). The solvent is CCOC(=O)C (EtOAc), C1CCOC1 (THF). Conditions: time 8 hour. Yields the product NC=1N=CC(=C2C1OC(=C2)C2=CC(=CC(=C2)C(F)(F)F)C(F)(F)F)C=2C=NN(C2)[C@@H]2CC[C@H](CC2)O (trans-4-(4-{7-amino-2-[3,5-bis(trifluoromethyl)phenyl]furo[2,3-c]pyridin-4-yl}-1H-pyrazol-1-yl)cyclohexanol). Yield: 38.8%. As a reaction SMILES: [F:1][C:2]([F:43])([F:42])[C:3]1[CH:4]=[C:5]([C:13]2[O:41][C:16]3=[C:17]([NH2:40])[N:18]=[CH:19][C:20]([C:21]4[CH:22]=[N:23][N:24]([CH:26]5[CH2:31][CH2:30][CH:29]([O:32][Si](C(C)(C)C)(C)C)[CH2:28][CH2:27]5)[CH:25]=4)=[C:15]3[CH:14]=2)[CH:6]=[C:7]([C:9]([F:12])([F:11])[F:10])[CH:8]=1.[F-].C([N+](CCCC)(CCCC)CCCC)CCC>C1COCC1.CCOC(C)=O>[NH2:40][C:17]1[N:18]=[CH:19][C:20]([C:21]2[CH:22]=[N:23][N:24]([C@H:26]3[CH2:31][CH2:30][C@H:29]([OH:32])[CH2:28][CH2:27]3)[CH:25]=2)=[C:15]2[CH:14]=[C:13]([C:5]3[CH:6]=[C:7]([C:9]([F:10])([F:11])[F:12])[CH:8]=[C:3]([C:2]([F:43])([F:1])[F:42])[CH:4]=3)[O:41][C:16]=12 |f:1.2|. Procedure: A solution of 2-[3,5-bis(trifluoromethyl)phenyl]-4-[1-(4-{[tert-butyl(dimethyl)silyl]oxy}cyclohexyl)-1H-pyrazol-4-yl]furo[2,3-c]pyridin-7-amine (104 mg) in THF (2 mL) was treated with tetra-n-butylammonium fluoride (2.7 M in water, 0.20 mL, 0.56 mmol) and stirred at RT overnight. The solution was diluted with EtOAc and washed with brine. The aqueous phase was extracted with EtOAc and the combined organic fractions were dried over sodium sulfate and concentrated. Purification of the residue by IS... The reactants are ClC=1C=CC=C2C1C(=O)OC(N2)=O (6-chloroisatoic acid anhydride), N1[C@H](C(=O)O)CCC1 (L-proline). Run in CN(C=O)C (dimethylformamide), CS(=O)C (dimethyl sulphoxide). Product: ClC1=CC=CC2=C1C(N1[C@H](C(N2)=O)CCC1)=O ((S)-6-chloro-1,2,3,11a-tetrahydro-5H-pyrrolo[2,1-c][1,4]benzodiazepine-5,11(10H)-dione), (S)-6-chloro-1,2,3,11a-tetrahydro-5H-pyrrolo[2,1-c][1,4]benzodiazepine-5,11(10). The yield is 31.6%. RXN SMILES: [Cl:1][C:2]1[CH:3]=[CH:4][CH:5]=[C:6]2[NH:12][C:11](=[O:13])[O:10][C:8](=O)[C:7]=12.[NH:14]1[CH2:21][CH2:20][CH2:19][C@H:15]1C(O)=O>CS(C)=O.CN(C)C=O>[Cl:1][C:2]1[C:7]2[C:8](=[O:10])[N:14]3[CH2:21][CH2:20][CH2:19][C@H:15]3[C:11](=[O:13])[NH:12][C:6]=2[CH:5]=[CH:4][CH:3]=1. Reported procedure: 10 g (50.6 mmol) of 6-chloroisatoic acid anhydride are stirred at 110° C. for 2 hours with 5.82 g (50.6 mmol) of L-proline in 80 ml of dimethyl sulphoxide. The solution is evaporated and the residue is crystallised from ethyl acetate. There is obtained (S)-6-chloro-1,2,3,11a-tetrahydro-5H-pyrrolo[2,1-c][1,4]benzodiazepine-5,11(10H)-dione of melting point 264°-266° C. (b) A solution of 4.0 g (16 mmol) of (S)-6-chloro-1,2,3,11a-tetrahydro-5H-pyrrolo[2,1-c][1,4]benzodiazepine-5,11(10)-dione in 30 m... Reactants: OC=1C=C(C=O)C=C(C1O)[N+](=O)[O-] (3,4-dihydroxy-5-nitrobenzaldehyde), COC1=CC=C(C=C1)C(C)=O (4'-methoxyacetophenone). The solvent is O1CCCC1 (tetrahydrofuran). Yields the product OC=1C=C(C=C(C1O)[N+](=O)[O-])C=CC(=O)C1=CC=C(C=C1)OC (3-(3,4-Dihydroxy-5-nitrophenyl)-1-(4-methoxyphenyl)-prop-2-en-1-one). RXN SMILES: [OH:1][C:2]1[CH:3]=[C:4]([CH:7]=[C:8]([N+:11]([O-:13])=[O:12])[C:9]=1[OH:10])[CH:5]=O.[CH3:14][O:15][C:16]1[CH:21]=[CH:20][C:19]([C:22](=[O:24])[CH3:23])=[CH:18][CH:17]=1>O1CCCC1>[OH:1][C:2]1[CH:3]=[C:4]([CH:5]=[CH:23][C:22]([C:19]2[CH:20]=[CH:21][C:16]([O:15][CH3:14])=[CH:17][CH:18]=2)=[O:24])[CH:7]=[C:8]([N+:11]([O-:13])=[O:12])[C:9]=1[OH:10]. Procedure details: The procedure described in Example 8 was repeated using 1.8 g of 3,4-dihydroxy-5-nitrobenzaldehyde and 1.5 g of 4'-methoxyacetophenone in 20 ml of tetrahydrofuran. Yield 1.88 g (60%), m.p. 222°-228° C. The reactants are [Br-], C1CCOC1, C[Mg+], Cl, [NH4+], [OH-], O=Cc1cnccc1-c1cccc2ccsc12. Product: CC(O)c1cnccc1-c1cccc2ccsc12. As a reaction SMILES: [Br-:18].[CH2:24]1[O:25][CH2:26][CH2:27][CH2:28]1.[CH3:19][Mg+:20].[ClH:21].[NH4+:22].[OH-:23].[s:1]1[c:2]2[c:3]([cH:4][cH:5]1)[cH:6][cH:7][cH:8][c:9]2-[c:10]1[c:11]([CH:16]=[O:17])[cH:12][n:13][cH:14][cH:15]1>>[s:1]1[c:2]2[c:3]([cH:4][cH:5]1)[cH:6][cH:7][cH:8][c:9]2-[c:10]1[c:11]([CH:16]([OH:17])[CH3:19])[cH:12][n:13][cH:14][cH:15]1. Procedure: To a solution of 0.65 g (2.25 mmol) of 2-chloro-4-(4-trifluoromethylphenoxy)-phenol in 20 ml of N,N-dimethylformamide, there are added 0.38 g (2.47 mmol) of ethyl 2-chloroethylcarbamate and 0.69 g (4.95 mmol) of potassium carbonate with stirring, and the resultant mixture is stirred at 50° C. for 8 hours. The reaction mixture is poured into 100 g of ice-water and extracted twice with 100 ml of ethyl acetate. The extracts are combined together, dried over anhydrous magnesium sulfate and concentra... Starting materials: ClC1=C(C=CC(=C1)OC1=CC=C(C=C1)C(F)(F)F)O (2-chloro-4-(4-trifluoromethylphenoxy)-phenol), ClCCNC(OCC)=O (ethyl 2-chloroethylcarbamate), C([O-])([O-])=O.[K+].[K+] (potassium carbonate), resultant mixture, ice water. Run in CN(C=O)C (N,N-dimethylformamide). Yields the product ClC1=C(OCCNC(OCC)=O)C=CC(=C1)OC1=CC=C(C=C1)C(F)(F)F (ethyl 2-[2-chloro-4-(4-trifluoromethylphenoxy)phenoxy]ethylcarbamate). Reaction SMILES: [Cl:1][C:2]1[CH:7]=[C:6]([O:8][C:9]2[CH:14]=[CH:13][C:12]([C:15]([F:18])([F:17])[F:16])=[CH:11][CH:10]=2)[CH:5]=[CH:4][C:3]=1[OH:19].Cl[CH2:21][CH2:22][NH:23][C:24](=[O:28])[O:25][CH2:26][CH3:27].C(=O)([O-])[O-].[K+].[K+]>CN(C)C=O>[Cl:1][C:2]1[CH:7]=[C:6]([O:8][C:9]2[CH:10]=[CH:11][C:12]([C:15]([F:17])([F:18])[F:16])=[CH:13][CH:14]=2)[CH:5]=[CH:4][C:3]=1[O:19][CH2:21][CH2:22][NH:23][C:24](=[O:28])[O:25][CH2:26][CH3:27] |f:2.3.4|. The reactants are F[B-](F)(F)F.C(C1=CC=C(C=C1)[N+]#N)C1=CC=C(C=C1)[N+]#N.F[B-](F)(F)F (4,4′-methanediyl-bis-benzenediazonium tetrafluoroborate), C(C=C)C#N (allyl cyanide), O (water). The yield is 60.8%. The solvent is C(C)O (ethanol). The reagents and catalysts are C(C)(=O)[O-].[Pd+2].C(C)(=O)[O-] (palladium acetate). Reported procedure: A suspension of 4,4′-methanediyl-bis-benzenediazonium tetrafluoroborate (11.9 g, 0.03 mol), prepared according to the method of example 6.1, allyl cyanide (8.05 g; 0.12 mol), and palladium acetate (0.135 g, 0.6 mmol) in 80 ml of ethanol is heated at 40° C. during 22 h. The heterogeneous reaction mixture is poured into 300 ml of water, extracted with ethyl acetate, washed with water, brine, dried over MgSO4, and evaporated. The crude beige product is recrystallized from 130 ml of ethanol, yieldin... Reaction conditions: temperature 40 celsius. As a reaction SMILES: F[B-](F)(F)F.[CH2:6]([C:15]1[CH:20]=[CH:19][C:18]([N+]#N)=[CH:17][CH:16]=1)[C:7]1[CH:12]=[CH:11][C:10]([N+]#N)=[CH:9][CH:8]=1.F[B-](F)(F)F.[CH2:28]([C:31]#[N:32])[CH:29]=[CH2:30].O>C(O)C.C([O-])(=O)C.[Pd+2].C([O-])(=O)C>[C:31]([CH2:28][CH:29]=[CH:30][C:10]1[CH:11]=[CH:12][C:7]([CH2:6][C:15]2[CH:20]=[CH:19][C:18]([CH:30]=[CH:29][CH2:28][C:31]#[N:32])=[CH:17][CH:16]=2)=[CH:8][CH:9]=1)#[N:32] |f:0.1.2,6.7.8|. The product is C(#N)CC=CC1=CC=C(CC2=CC=C(C=C2)C=CCC#N)C=C1 (4-{4-[4-(3-cyano-propenyl)-benzyl]-phenyl}-but-3-enenitrile).